Dataset: the Open Reaction Database (ORD), a public repository of structured organic reaction records. Task: describe an organic reaction: reactants, conditions, products, and yield Yields the product FCC1=NC(=C(C(=N1)O)[N+](=O)[O-])O (2-Fluoromethyl-4,6-dihydroxy-5-nitropyrimidine). Procedure: A solution of fluoroacetonitrile (11 g) in ethanol (10.9 mL)-diethyl ether (186 mL) was bubbled with hydrogen chloride under ice-cooling until the solution was saturated with hydrogen chloride with stirring, and the mixture was stirred at the same temperature for 4 hours. The precipitated crystals were collected by filtration. The collected crystals were washed with diethyl ether, and dried under reduced pressure to give ethyl 2-fluoroacetimidate hydrochloride (24.9 g). This material was suspend... Reaction SMILES: [N+:1]([O-:4])(O)=[O:2].C(O)(=O)C.[F:9][CH2:10][C:11]1[N:16]=[C:15]([OH:17])[CH:14]=[C:13]([OH:18])[N:12]=1>O>[F:9][CH2:10][C:11]1[N:16]=[C:15]([OH:17])[C:14]([N+:1]([O-:4])=[O:2])=[C:13]([OH:18])[N:12]=1. The reactants are [N+](=O)(O)[O-] (nitric acid), C(C)(=O)O (acetic acid), FCC1=NC(=CC(=N1)O)O (2-fluoromethyl-4,6-dihydroxypyrimidine). Solvent: O (water). Reaction conditions: time 30 minute. Reactants: C(CCCCCCC)Br (n-Octylbromide), IN(CC(=O)O)C(=O)OCC#C (N-iodopropargyloxycarbonyl glycine), IN(CC(=O)O)C(=O)OCC#C (N-iodopropargyloxycarbonyl glycine), N12CCCCCC2=NCCC1 (1,8-diazabicyclo[5.4.0]undec-7-ene). The solvent is C(C)#N (acetonitrile). Reaction conditions: time 5 minute. Yields the product C(CCCCCCC)OC(CN(I)C(=O)OCC#C)=O (N-Iodopropargyloxycarbonyl glycine n-octyl ester). As a reaction SMILES: [I:1][N:2]([C:7]([O:9][CH2:10][C:11]#[CH:12])=[O:8])[CH2:3][C:4]([OH:6])=[O:5].N12CCCN=C1CCCCC2.[CH2:24](Br)[CH2:25][CH2:26][CH2:27][CH2:28][CH2:29][CH2:30][CH3:31]>C(#N)C>[CH2:24]([O:5][C:4](=[O:6])[CH2:3][N:2]([C:7]([O:9][CH2:10][C:11]#[CH:12])=[O:8])[I:1])[CH2:25][CH2:26][CH2:27][CH2:28][CH2:29][CH2:30][CH3:31]. Reported procedure: N-Iodopropargyloxycarbonyl glycine (compound 1, 6.50 g., 22.97 mmole) was dissolved in anhydrous acetonitrile (100 ml.), treated with 1,8-diazabicyclo[5.4.0]undec-7-ene (3.5 ml., 23.40 mmole) and stirred at room temperature for 5 minutes. n-Octylbromide (4.00 ml., 23.16 mmole) was added and the reaction mixture was stirred at room temperature for 17 hours, then heated at reflux temperature for 6 hours. The reaction mixture was concentrated under reduced pressure and the resultant residue was dis... Yields the product CSC1=CC=C(CO)C=C1 (4-(Methylthio)benzyl alcohol). Procedure details: Sodium borohydride (3.78 g) was added to isopropyl alcohol (50 ml) and the mixture was stirred under ice-cooling. Thereto was dropwise added 4-(methylthio)benzaldehyde (15 g) and the mixture was stirred at room temperature for 30 minutes. The solvent was distilled away and water was added to the residue. The mixture was extracted with ethyl acetate. The organic layer was washed with saturated brine and dried over anhydrous sodium sulfate. The solvent was distilled away and the residue obtained w... Yield: 98.7%. The solvent is C(C)(C)O (isopropyl alcohol). As a reaction SMILES: [BH4-].[Na+].[CH3:3][S:4][C:5]1[CH:12]=[CH:11][C:8]([CH:9]=[O:10])=[CH:7][CH:6]=1>C(O)(C)C>[CH3:3][S:4][C:5]1[CH:12]=[CH:11][C:8]([CH2:9][OH:10])=[CH:7][CH:6]=1 |f:0.1|. The reactants are [BH4-].[Na+] (Sodium borohydride), CSC1=CC=C(C=O)C=C1 (4-(methylthio)benzaldehyde). Starting materials: N (ammonia), C[Si](N[Si](C)(C)C)(C)C (hexamethyldisilazane), C(CC(=O)N)(=O)N (malonamide), S(O)(O)(=O)=O (sulfuric acid). The reagents and catalysts are S1(=O)(=O)NC(=O)C2=CC=CC=C12 (saccharin). The solvent is N1=CC=CC=C1 (pyridine), C(C)(=O)OCC (ethyl acetate). Yields the product C[Si](NC(CC(=O)N[Si](C)(C)C)=O)(C)C (N,N'-bis-(trimethylsilyl)-malonamide). The yield is 99004.2%. As a reaction SMILES: C[Si](C)(C)[NH:3][Si:4]([CH3:7])([CH3:6])[CH3:5].[C:10]([NH2:16])(=[O:15])[CH2:11][C:12](N)=[O:13].S(=O)(=O)(O)O.N>S1(C2C(=CC=CC=2)C(=O)N1)(=O)=O.N1C=CC=CC=1.C(OCC)(=O)C>[CH3:5][Si:4]([CH3:7])([CH3:6])[NH:16][C:10](=[O:15])[CH2:11][C:12]([NH:3][Si:4]([CH3:5])([CH3:6])[CH3:7])=[O:13]. Procedure details: 7.5 ml (36 mmoles) of hexamethyldisilazane were added to a refluxing mixture of 3.06 g (0.03 mmole) of malonamide, 18.3 mg (0.1 mmole) of saccharin, 50 ml of ethyl acetate and 5 ml of pyridine and by titrating with 1 N sulfuric acid the ammonia evolved, it was found that 30 mmoles were expelled after refluxing for one hour. Volatile material was vacuum evaporated and the residue, which crystallized upon standing, was dried in vacuo to obtain 7.32 g (99%) of N,N'-bis-(trimethylsilyl)-malonamide m...